Dataset: the Open Reaction Database (ORD), a public repository of structured organic reaction records. Task: describe an organic reaction: reactants, conditions, products, and yield Reactants: OC1=CC=C(C=C1)CC(=O)O (4-hydroxyphenylacetic acid), C1(=CC=CC=C1)C (toluene), C1(=CC=C(C=C1)S(=O)(=O)O)C (p-toluenesulfonic acid). Run in C(C)O (ethanol). Conditions: time 3 hour. The product is OC1=CC=C(C=C1)CC(=O)OCC (ethyl 4-hydroxyphenylacetate). Reaction SMILES: [OH:1][C:2]1[CH:7]=[CH:6][C:5]([CH2:8][C:9]([OH:11])=[O:10])=[CH:4][CH:3]=1.[C:12]1(C)C=CC=C[CH:13]=1.C1(C)C=CC(S(O)(=O)=O)=CC=1>C(O)C>[OH:1][C:2]1[CH:3]=[CH:4][C:5]([CH2:8][C:9]([O:11][CH2:12][CH3:13])=[O:10])=[CH:6][CH:7]=1. Reported procedure: A mixed solution comprising 4-hydroxyphenylacetic acid (150.0 g), toluene (250 ml), ethanol (150 ml), and p-toluenesulfonic acid (50 g) was refluxed with stirring for 3 hours. The reaction mixture was washed with aqueous sodium hydrogencarbonate solution, dried over sodium sulfate anhydride, and then concentrated under a vacuum to yield 164.3 g of oily ethyl 4-hydroxyphenylacetate. This material was subjected to a reaction identical to that of Reference Example 1, thereby yielding 138.2 g of oil... Reaction conditions: time 2 hour. Solvent: C1(=CC=CC=C1)C (toluene). Yields the product NC(=O)NN(C1=CC(=CC(=C1)C)C)CC(=O)OC (Methyl [2-(aminocarbonyl)-1-(3,5-dimethylphenyl)hydrazino]acetate). RXN SMILES: FC(F)(F)C(O)=O.[O-:8][C:9]#[N:10].[Na+].NN.[CH3:14][C:15]1[CH:16]=[C:17]([N:22]([CH2:24][C:25]([O:27][CH3:28])=[O:26])[NH2:23])[CH:18]=[C:19]([CH3:21])[CH:20]=1.C(=O)([O-])O.[Na+]>C1(C)C=CC=CC=1>[NH2:10][C:9]([NH:23][N:22]([CH2:24][C:25]([O:27][CH3:28])=[O:26])[C:17]1[CH:16]=[C:15]([CH3:14])[CH:20]=[C:19]([CH3:21])[CH:18]=1)=[O:8] |f:1.2,5.6|. Reactants: FC(C(=O)O)(F)F (Trifluoroacetic acid), [O-]C#N.[Na+] (sodium cyanate), NN (hydrazine), CC=1C=C(C=C(C1)C)N(N)CC(=O)OC (Methyl [1- (3,5-dimethylphenyl)hydrazino]acetate), C(O)([O-])=O.[Na+] (sodium hydrogen carbonate). Procedure: Trifluoroacetic acid (1.06 ml, 13.9 mmol) was added under nitrogen to a stirred suspension of sodium cyanate (1.00 g, 15.2 mmol) in a solution of the hydrazine (Intermediate 36; 1.00 g, 4.8 mmol) in dry toluene (30 ml). The mixture was stirred for ca. 2 h, causing formation of a viscous insoluble gum. Saturated aqueous sodium hydrogen carbonate (25 ml) was added (causing effervescence and dissolution of the gum) and the mixture was extracted with ethyl acetate (3×75 ml). The combined extracts we... The yield is 76.0%. Starting materials: CCS, COc1ccc2c(c1)Sc1nccnc1N2, Cl, [H-], [Na+], CN(C)C=O. Product: Oc1ccc2c(c1)Sc1nccnc1N2. As a reaction SMILES: [CH2:3]([SH:4])[CH3:5].[CH3:6][O:7][c:8]1[cH:9][c:10]2[c:19]([cH:20][cH:21]1)[NH:18][c:17]1[c:12]([n:13][cH:14][cH:15][n:16]1)[S:11]2.[ClH:22].[H-:1].[Na+:2].[O:23]=[CH:24][N:25]([CH3:26])[CH3:27]>>[OH:7][c:8]1[cH:9][c:10]2[c:19]([cH:20][cH:21]1)[NH:18][c:17]1[c:12]([n:13][cH:14][cH:15][n:16]1)[S:11]2. The reactants are COC1=CC=C(C(=O)N)C=C1 (4-methoxybenzamide), ClC(=O)SCl (chlorocarbonylsulfenyl chloride). Run in C1(=CC=CC=C1)C (toluene). Conditions: temperature 80 celsius. Yields the product COC1=CC=C(C=C1)C1=NSC(O1)=O (5-(4-Methoxyphenyl)-[1,3,4]oxathiazol-2-one). Reaction SMILES: [CH3:1][O:2][C:3]1[CH:11]=[CH:10][C:6]([C:7]([NH2:9])=[O:8])=[CH:5][CH:4]=1.Cl[C:13]([S:15]Cl)=[O:14]>C1(C)C=CC=CC=1>[CH3:1][O:2][C:3]1[CH:11]=[CH:10][C:6]([C:7]2[O:8][C:13](=[O:14])[S:15][N:9]=2)=[CH:5][CH:4]=1. Reported procedure: To a solution of 4-methoxybenzamide (0.30 g, 1.10 mmol) in toluene (10 ml) was added chlorocarbonylsulfenyl chloride (0.80 ml, 9.92 mmol). The resulting reaction mixture was refluxed at 80° C. for 3 h. After the completion of the reaction (TLC monitoring), the mixture was concentrated, added diethyl ether and washed with twice with water, twice with 5% NaHCO3, again with water, and was dried (Na2SO4), concentrated under vacuum to give the product (crude yield 0.475 g) that was carried forward to...